describe an organic reaction: reactants, conditions, products, and yield From a dataset of the Open Reaction Database (ORD), a public repository of structured organic reaction records. The reactants are CC1=CC=C(C=C1)S(=O)(=O)OC[C@H]1COC2=C(O1)C(=C(C=C2)[N+](=O)[O-])C=O ([(2R)-8-formyl-7-nitro-2,3-dihydro-1,4-benzodioxin-2-yl]methyl 4-methylbenzenesulfonate), 1-triphenylphosphorylidene-2-butanone. Run in C1(=CC=CC=C1)C (toluene). Reaction conditions: time 5 hour. Product: CC1=CC=C(C=C1)S(=O)(=O)OCC1COC2=C(O1)C(=C(C=C2)[N+](=O)[O-])\C=C\C(CC)=O ({7-Nitro-8-[(E)-3-oxo-1-pentenyl]-2,3-dihydro-1,4-benzodioxin-2-yl}methyl 4-methylbenzenesulfonate). RXN SMILES: [CH3:1][C:2]1[CH:7]=[CH:6][C:5]([S:8]([O:11][CH2:12][C@@H:13]2[O:18][C:17]3[C:19](C=O)=[C:20]([N+:23]([O-:25])=[O:24])[CH:21]=[CH:22][C:16]=3[O:15][CH2:14]2)(=[O:10])=[O:9])=[CH:4][CH:3]=1>C1(C)C=CC=CC=1>[CH3:1][C:2]1[CH:3]=[CH:4][C:5]([S:8]([O:11][CH2:12][CH:13]2[O:18][C:17]3[C:19](/[CH:19]=[CH:17]/[C:16](=[O:15])[CH2:22][CH3:21])=[C:20]([N+:23]([O-:25])=[O:24])[CH:21]=[CH:22][C:16]=3[O:15][CH2:14]2)(=[O:10])=[O:9])=[CH:6][CH:7]=1. Procedure: To a solution of 5.00 g (12.2 mmol) of [(2R)-8-formyl-7-nitro-2,3-dihydro-1,4-benzodioxin-2-yl]methyl 4-methylbenzenesulfonate in 200 mL of toluene was added 5.10 g (15.3 mmol) of 1-triphenylphosphorylidene-2-butanone. The mixture was stirred at room temperature under nitrogen for 5 hours, after which time the solvent was removed in vacuum and the crude residue was column chromatographed on silica gel with methylene chloride as eluant to give 5.0 g of the (R)-enantiomer of the title compound as ...